Dataset: the Open Reaction Database (ORD), a public repository of structured organic reaction records. Task: describe an organic reaction: reactants, conditions, products, and yield Reactants: C(Cl)(Cl)(Cl)Cl (Carbon tetrachloride), C(C)(C)C1=C(C(=CC=C1)C(C)C)O (2,6-diisopropylphenol), CO (methanol), aqueous solution, [OH-].[Na+] (sodium hydroxide). Reagents/catalysts: [Cu] (copper). Solvent: O (water). Reaction conditions: temperature 60 celsius, time 4 hour. The product is COC(=O)C1=CC(=C(C(=C1)C(C)C)O)C(C)C (4-Methoxycarbonyl-2,6-diisopropylphenol). RXN SMILES: [C:1](Cl)(Cl)(Cl)Cl.[CH:6]([C:9]1[CH:14]=[CH:13][CH:12]=[C:11]([CH:15]([CH3:17])[CH3:16])[C:10]=1[OH:18])([CH3:8])[CH3:7].[CH3:19][OH:20].[OH-:21].[Na+]>[Cu].O>[CH3:19][O:20][C:1]([C:13]1[CH:14]=[C:9]([CH:6]([CH3:8])[CH3:7])[C:10]([OH:18])=[C:11]([CH:15]([CH3:17])[CH3:16])[CH:12]=1)=[O:21] |f:3.4|. Procedure details: Carbon tetrachloride (28 mL) was added dropwise to a mixture of 2,6-diisopropylphenol (37.5 mL), copper powder (2 g), methanol (150 mL), and 40% aqueous solution of sodium hydroxide (150 mL), at 40–50° C. The reaction temperature was warmed to about 60° C., and the resulting mixture was allowed to stir for 4 hours. The mixture was poured into water and extracted with toluene (3×). The combined organics were washed (brine), dried over sodium sulfate and concentrated. Chromatography with ethyl eth... Reactants: Br, CC(=O)O, ClCCl, O=C(NCCc1ccc(-c2ccccc2)nc1)OCc1ccccc1. Product: NCCc1ccc(-c2ccccc2)nc1. Reaction SMILES: [BrH:1].[CH3:27][C:28](=[O:29])[OH:30].[Cl:31][CH2:32][Cl:33].[c:2]1(-[c:8]2[cH:9][cH:10][c:11]([CH2:14][CH2:15][NH:16][C:17](=[O:18])[O:19][CH2:20][c:21]3[cH:22][cH:23][cH:24][cH:25][cH:26]3)[cH:12][n:13]2)[cH:3][cH:4][cH:5][cH:6][cH:7]1>>[c:2]1(-[c:8]2[cH:9][cH:10][c:11]([CH2:14][CH2:15][NH2:16])[cH:12][n:13]2)[cH:3][cH:4][cH:5][cH:6][cH:7]1. Reactants: C(#C)C1=NC(=C(C2=C1C(=NO2)C2=CC=CC=C2)O)C(=O)OCC (Ethyl 4-ethynyl-7-hydroxy-3-phenylisoxazolo[4,5-c]pyridine-6-carboxylate), C(C1=CC=CC=C1)N=[N+]=[N-] (benzyl azide), CuSO4-5H2O, O=C1C(O)=C([O-])[C@H](O1)[C@@H](O)CO.[Na+] (sodium ascorbate), C(C1=CC=CC=C1)N=[N+]=[N-] (benzyl azide). Solvent: O (water), C(Cl)Cl (CH2Cl2), C(Cl)Cl (CH2Cl2), O (water). Reaction conditions: time 16 hour. The product is C(C1=CC=CC=C1)N1N=NC(=C1)C1=NC(=C(C2=C1C(=NO2)C2=CC=CC=C2)O)C(=O)OCC (Ethyl 4-(1-benzyl-1H-1,2,3-triazol-4-yl)-7-hydroxy-3-phenylisoxazolo[4,5-c]pyridine-6-carboxylate). Yield: 37.8%. As a reaction SMILES: [C:1]([C:3]1[C:8]2[C:9]([C:12]3[CH:17]=[CH:16][CH:15]=[CH:14][CH:13]=3)=[N:10][O:11][C:7]=2[C:6]([OH:18])=[C:5]([C:19]([O:21][CH2:22][CH3:23])=[O:20])[N:4]=1)#[CH:2].[CH2:24]([N:31]=[N+:32]=[N-:33])[C:25]1[CH:30]=[CH:29][CH:28]=[CH:27][CH:26]=1.O=C1O[C@H]([C@H](CO)O)C([O-])=C1O.[Na+]>C(Cl)Cl.O>[CH2:24]([N:31]1[CH:2]=[C:1]([C:3]2[C:8]3[C:9]([C:12]4[CH:17]=[CH:16][CH:15]=[CH:14][CH:13]=4)=[N:10][O:11][C:7]=3[C:6]([OH:18])=[C:5]([C:19]([O:21][CH2:22][CH3:23])=[O:20])[N:4]=2)[N:33]=[N:32]1)[C:25]1[CH:30]=[CH:29][CH:28]=[CH:27][CH:26]=1 |f:2.3|. Procedure details: Ethyl 4-ethynyl-7-hydroxy-3-phenylisoxazolo[4,5-c]pyridine-6-carboxylate (185 mg, 0.60 mmol), benzyl azide (0.087 mL, 0.66 mmol), CuSO4-5H2O (7.5 mg, 0.03 mmol), and sodium ascorbate (18 mg, 0.09 mmol) were added to a mixture of CH2Cl2 (2 mL) and water (2 mL). The mixture was stirred at room temperature for 16 h. Another equiv. of benzyl azide was added, and the mixture was stirred for an additional 16 h. The mixture was diluted with CH2Cl2 (20 mL) and water (20 mL). The aqueous layer was extrac... Starting materials: Cl.BrC1=CC=C(C=C1)NC(=O)C1CN2CCC1CC2 (N-(4-bromophenyl)-1-azabicyclo[2.2.2]octane-3-carboxamide hydrochloride), S1C(=CC=C1)B(O)O (2-thiopheneboronic acid), C([O-])([O-])=O.[Cs+].[Cs+] (cesium carbonate), bis(diphenylphosphino)ferrocenepalladium(II) chloride. Run in COCCOC (1,2-dimethoxyethane). Product: Cl.S1C(=CC=C1)C1=CC=C(C=C1)NC(=O)C1CN2CCC1CC2 (N-[4-(2-Thienyl)phenyl]-1-azabicyclo[2.2.2]octane-3-carboxamide hydrochloride). RXN SMILES: [ClH:1].Br[C:3]1[CH:8]=[CH:7][C:6]([NH:9][C:10]([CH:12]2[CH:17]3[CH2:18][CH2:19][N:14]([CH2:15][CH2:16]3)[CH2:13]2)=[O:11])=[CH:5][CH:4]=1.[S:20]1[CH:24]=[CH:23][CH:22]=[C:21]1B(O)O.C(=O)([O-])[O-].[Cs+].[Cs+]>COCCOC>[ClH:1].[S:20]1[CH:24]=[CH:23][CH:22]=[C:21]1[C:3]1[CH:8]=[CH:7][C:6]([NH:9][C:10]([CH:12]2[CH:17]3[CH2:18][CH2:19][N:14]([CH2:15][CH2:16]3)[CH2:13]2)=[O:11])=[CH:5][CH:4]=1 |f:0.1,3.4.5,7.8|. Procedure details: 90 mg (0.26 mmol) of N-(4-bromophenyl)-1-azabicyclo[2.2.2]octane-3-carboxamide hydrochloride, 40 mg (0.31 mmol) of 2-thiopheneboronic acid, 190 mg (0.57 mmol) of cesium carbonate and 20 mg (0.03 mmol) of bis(diphenylphosphino)ferrocenepalladium(II) chloride are reacted in 1 ml of 1,2-dimethoxyethane by the general method. 14.1 mg (15% of theory) of the title compound are obtained. Starting materials: C(C)(C)(C)C=1C(=C(C=C(C1)C(C)(C)C)C(Br)C1=C(C(=CC(=C1)C(C)(C)C)C(C)(C)C)O)O (di-(3,5-di-tert-butyl-2-hydroxyphenyl) bromomethane), [OH-].[Na+] (sodium hydroxide), C(C)(=O)O (acetic acid). Solvent: C(C)O (ethanol). Run at time 20 minute. Product: C(C)(C)(C)C=1C(C(C=C(C1)C(C)(C)C)=CC1=C(C(=CC(=C1)C(C)(C)C)C(C)(C)C)O)=O ((3,5-di-tert-butyl-2-oxo-3,5-cyclohexadien-1-ylidene)-(3,5-di-tert-butyl-2-hydroxyphenyl) methane). RXN SMILES: [C:1]([C:5]1[C:6]([OH:32])=[C:7]([CH:15]([C:17]2[CH:22]=[C:21]([C:23]([CH3:26])([CH3:25])[CH3:24])[CH:20]=[C:19]([C:27]([CH3:30])([CH3:29])[CH3:28])[C:18]=2[OH:31])Br)[CH:8]=[C:9]([C:11]([CH3:14])([CH3:13])[CH3:12])[CH:10]=1)([CH3:4])([CH3:3])[CH3:2].[OH-].[Na+].C(O)(=O)C>C(O)C>[C:1]([C:5]1[C:6](=[O:32])[C:7](=[CH:15][C:17]2[CH:22]=[C:21]([C:23]([CH3:26])([CH3:25])[CH3:24])[CH:20]=[C:19]([C:27]([CH3:30])([CH3:29])[CH3:28])[C:18]=2[OH:31])[CH:8]=[C:9]([C:11]([CH3:14])([CH3:13])[CH3:12])[CH:10]=1)([CH3:2])([CH3:3])[CH3:4] |f:1.2|. Procedure details: Three tenths of a part of the di-(3,5-di-tert-butyl-2-hydroxyphenyl) bromomethane produced above is dissolved in 20 parts of ethanol and placed in the reaction vessel just above described. One part of 5 percent aqueous sodium hydroxide solution is added and a slow current of nitrogen is passed through the solution for 20 minutes. The reaction mixture is poured into a vessel containing crushed ice, neutralized with acetic acid and extracted with ether. The ether is evaporated and the residue crys...